Dataset: the Open Reaction Database (ORD), a public repository of structured organic reaction records. Task: describe an organic reaction: reactants, conditions, products, and yield Starting materials: NCc1c(N)cccc1F, CN(C)C=O, O, On1nnc2ccccc21, O=C(O)c1ccc2cnccc2n1. Product: Nc1cccc(F)c1CNC(=O)c1ccc2cnccc2n1. Reaction SMILES: [NH2:25][c:26]1[c:27]([CH2:28][NH2:29])[c:30]([F:34])[cH:31][cH:32][cH:33]1.[O:35]=[CH:36][N:37]([CH3:38])[CH3:39].[OH2:14].[OH:15][n:16]1[c:17]2[cH:18][cH:19][cH:20][cH:21][c:22]2[n:23][n:24]1.[n:1]1[c:2]([C:11](=[O:12])[OH:13])[cH:3][cH:4][c:5]2[cH:6][n:7][cH:8][cH:9][c:10]12>>[n:1]1[c:2]([C:11](=[O:13])[NH:29][CH2:28][c:27]2[c:26]([NH2:25])[cH:33][cH:32][cH:31][c:30]2[F:34])[cH:3][cH:4][c:5]2[cH:6][n:7][cH:8][cH:9][c:10]12. Starting materials: N1=CNC2=C1C=C(C(=C2)C(=O)O)C(=O)O (benzimidazole-5,6-dicarboxylic acid), N1C=CC2=CC(=C(C=C12)C(=O)O)C(=O)O (indole-5,6,-dicarboxylic acid). Yields the product N1=CNC2=C1C=C1C(=C2)C(=O)OC1=O (Benzimidazole-5,6-dicarboxylic acid anhydride). As a reaction SMILES: [N:1]1[C:5]2[CH:6]=[C:7]([C:13]([OH:15])=[O:14])[C:8]([C:10]([OH:12])=O)=[CH:9][C:4]=2[NH:3][CH:2]=1.N1C2C(=CC(C(O)=O)=C(C(O)=O)C=2)C=C1>>[N:3]1[C:4]2[CH:9]=[C:8]3[C:10](=[O:12])[O:15][C:13](=[O:14])[C:7]3=[CH:6][C:5]=2[NH:1][CH:2]=1. Procedure: This was prepared essentially as in example 24 step f except that benzimidazole-5,6-dicarboxylic acid was used as substrate instead of indole-5,6,-dicarboxylic acid. Starting materials: C(#N)CC(=O)O (Cyanoacetic acid), Cl.FC1(C(C1)COC=1C=C2CCN(CC2=CC1)CC1=CC=C(C=C1)[C@H](C)N)F ((S)-1-{4-[6-(2,2-difluoro-cyclopropylmethoxy)-3,4-dihydro-1H-isoquinolin-2-ylmethyl]-phenyl}-ethylamine hydrochloride), CCN(C(C)C)C(C)C (DIPEA). Run in C(C)#N (ACN). Yields the product C(#N)CC(=O)N[C@@H](C)C1=CC=C(C=C1)CN1CC2=CC=C(C=C2CC1)OCC1C(C1)(F)F (2-Cyano-N—((S)-1-{4-[6-(2,2-difluoro-cyclopropylmethoxy)-3,4-dihydro-1H-isoquinolin-2-ylmethyl]-phenyl}-ethyl)-acetamide). As a reaction SMILES: [C:1]([CH2:3][C:4]([OH:6])=O)#[N:2].Cl.[F:8][C:9]1([F:34])[CH2:11][CH:10]1[CH2:12][O:13][C:14]1[CH:15]=[C:16]2[C:21](=[CH:22][CH:23]=1)[CH2:20][N:19]([CH2:24][C:25]1[CH:30]=[CH:29][C:28]([C@@H:31]([NH2:33])[CH3:32])=[CH:27][CH:26]=1)[CH2:18][CH2:17]2.CCN(C(C)C)C(C)C>C(#N)C>[C:1]([CH2:3][C:4]([NH:33][C@H:31]([C:28]1[CH:29]=[CH:30][C:25]([CH2:24][N:19]2[CH2:18][CH2:17][C:16]3[C:21](=[CH:22][CH:23]=[C:14]([O:13][CH2:12][CH:10]4[CH2:11][C:9]4([F:34])[F:8])[CH:15]=3)[CH2:20]2)=[CH:26][CH:27]=1)[CH3:32])=[O:6])#[N:2] |f:1.2|. Reported procedure: 1.70 mg (20.0 μmol) Cyanoacetic acid, 4.09 mg (10.0 μmol) (S)-1-{4-[6-(2,2-difluoro-cyclopropylmethoxy)-3,4-dihydro-1H-isoquinolin-2-ylmethyl]-phenyl}-ethylamine hydrochloride (example XXXIII.1) and 6.88 μL (40.0 μmol) DIPEA in 0.5 mL ACN are stirred at r.t. Then 4.18 mg (15.0 μmol) CIP are added and the resulting mixture is stirred at r.t. over night. The reaction is quenched by the addition of 25 μL aq. K2CO3 solution (c=3 mol/L), filtered over basic aluminum oxide and concentrated by evaporat... The reactants are FC=1C(=NC=CC1)C1=C(C=NC=C1)NC ((3-fluoro-[2,4]bipyridinyl-3′-yl)-methyl-amine), FC(C=1C=C(C(=O)Cl)C=C(C1)C(F)(F)F)(F)F (3,5-bis(trifluoromethyl)benzoyl chloride). Yields the product FC=1C(=NC=CC1)C1=C(C=NC=C1)N(C(C1=CC(=CC(=C1)C(F)(F)F)C(F)(F)F)=O)C (N-(3-Fluoro-[2,4]bipyridinyl-3′-yl)-N-methyl-3,5-bis-trifluoromethyl-benzamide). Reaction SMILES: [F:1][C:2]1[C:3]([C:8]2[CH:13]=[CH:12][N:11]=[CH:10][C:9]=2[NH:14][CH3:15])=[N:4][CH:5]=[CH:6][CH:7]=1.[F:16][C:17]([F:32])([F:31])[C:18]1[CH:19]=[C:20]([CH:24]=[C:25]([C:27]([F:30])([F:29])[F:28])[CH:26]=1)[C:21](Cl)=[O:22]>>[F:1][C:2]1[C:3]([C:8]2[CH:13]=[CH:12][N:11]=[CH:10][C:9]=2[N:14]([CH3:15])[C:21](=[O:22])[C:20]2[CH:19]=[C:18]([C:17]([F:32])([F:31])[F:16])[CH:26]=[C:25]([C:27]([F:30])([F:29])[F:28])[CH:24]=2)=[N:4][CH:5]=[CH:6][CH:7]=1. Reported procedure: The title compound was prepared in analogy to example 55, from (3-fluoro-[2,4]bipyridinyl-3′-yl)-methyl-amine and 3,5-bis(trifluoromethyl)benzoyl chloride (CAS RN 1271-19-8) and using preparative HPLC for the chromatographic purification. Brown Solid (13%). MS (ESI): m/z=444.4 [M+H]+. The reactants are HCl ice, C(C1=CC=CC=C1)(=O)C1=C(C=C(N1C)CC(=O)OCC)C (Ethyl 5-benzoyl-1,4-dimethylpyrrole-2-acetate), FC=1C=C(C=CC1F)[N+](=O)[O-] (3,4-difluoronitrobenzene), [H-].[Na+] (Sodium hydride). The solvent is CN(C)C=O (DMF). Run at temperature 0 celsius. Product: C(C1=CC=CC=C1)(=O)C1=C(C=C(N1C)C(C(=O)OCC)C1=C(C=C(C=C1)[N+](=O)[O-])F)C (ethyl 2-(5-benzoyl-1,4-dimethylpyrrol-2-yl)-2-(2-fluoro-4-nitrophenyl)acetate). The yield is 83.7%. As a reaction SMILES: [C:1]([C:9]1[N:13]([CH3:14])[C:12]([CH2:15][C:16]([O:18][CH2:19][CH3:20])=[O:17])=[CH:11][C:10]=1[CH3:21])(=[O:8])[C:2]1[CH:7]=[CH:6][CH:5]=[CH:4][CH:3]=1.[H-].[Na+].[F:24][C:25]1[CH:26]=[C:27]([N+:32]([O-:34])=[O:33])[CH:28]=[CH:29][C:30]=1F>CN(C=O)C>[C:1]([C:9]1[N:13]([CH3:14])[C:12]([CH:15]([C:30]2[CH:29]=[CH:28][C:27]([N+:32]([O-:34])=[O:33])=[CH:26][C:25]=2[F:24])[C:16]([O:18][CH2:19][CH3:20])=[O:17])=[CH:11][C:10]=1[CH3:21])(=[O:8])[C:2]1[CH:3]=[CH:4][CH:5]=[CH:6][CH:7]=1 |f:1.2|. Reported procedure: Ethyl 5-benzoyl-1,4-dimethylpyrrole-2-acetate (5.0 g, 17.5 mmol) [prepared as in Example 1, Step (a)], was dissolved in DMF (50 ml) and the solution was cooled in an ice bath to 0° C. under an argon atmosphere. Sodium hydride, 50%/mineral oil, (1.3 g, 27.1 mmol) was added, and after 5 min 3,4-difluoronitrobenzene (3.36 g, 21.1 mmol) was added to the reaction mixture. After 1 h the reaction mixture was poured into 10% HCl/ice and the product was extracted into ethyl acetate. The organic phase was... Starting materials: CCC(CC)C(C#N)NC(C)c1ccccc1, [NH4+], [OH-], O=S(=O)(O)O. Product: CCC(CC)C(NC(C)c1ccccc1)C(N)=O. RXN SMILES: [CH2:6]([CH3:7])[CH:8]([CH:9]([C:10]#[N:11])[NH:12][CH:13]([CH3:14])[c:15]1[cH:16][cH:17][cH:18][cH:19][cH:20]1)[CH2:21][CH3:22].[NH4+:24].[OH-:23].[S:1](=[O:2])(=[O:3])([OH:4])[OH:5]>>[CH2:6]([CH3:7])[CH:8]([CH:9]([C:10]([NH2:11])=[O:23])[NH:12][CH:13]([CH3:14])[c:15]1[cH:16][cH:17][cH:18][cH:19][cH:20]1)[CH2:21][CH3:22].